describe an organic reaction: reactants, conditions, products, and yield From a dataset of the Open Reaction Database (ORD), a public repository of structured organic reaction records. The reactants are [BH4-], CO, [Na+], O, O=CC1=C(c2cc3ccccc3s2)N2CCN=C2S1. The product is OCC1=C(c2cc3ccccc3s2)N2CCN=C2S1. RXN SMILES: [BH4-:1].[CH3:23][OH:24].[Na+:2].[OH2:22].[s:3]1[c:4]2[c:5]([cH:6][c:7]1[C:8]1=[C:12]([CH:13]=[O:14])[S:11][C:10]3=[N:15][CH2:16][CH2:17][N:9]13)[cH:18][cH:19][cH:20][cH:21]2>>[s:3]1[c:4]2[c:5]([cH:6][c:7]1[C:8]1=[C:12]([CH2:13][OH:14])[S:11][C:10]3=[N:15][CH2:16][CH2:17][N:9]13)[cH:18][cH:19][cH:20][cH:21]2. Reactants: FC1=CC=C(C=C1)N1C[C@@H](CCC1)NC(OC(C)(C)C)=O (tert-butyl (R)-[1-(4-fluorophenyl)piperidin-3-yl]carbamate), Cl.O1CCOCC1 (hydrogen chloride 1,4-dioxane), resultant mixture. The product is Cl.FC1=CC=C(C=C1)N1C[C@@H](CCC1)N ((R)-1-(4-Fluorophenyl)piperidin-3-amine hydrochloride). RXN SMILES: [F:1][C:2]1[CH:7]=[CH:6][C:5]([N:8]2[CH2:13][CH2:12][CH2:11][C@@H:10]([NH:14]C(=O)OC(C)(C)C)[CH2:9]2)=[CH:4][CH:3]=1.[ClH:22].O1CCOCC1>>[ClH:22].[F:1][C:2]1[CH:7]=[CH:6][C:5]([N:8]2[CH2:13][CH2:12][CH2:11][C@@H:10]([NH2:14])[CH2:9]2)=[CH:4][CH:3]=1 |f:1.2,3.4|. Procedure: To tert-butyl (R)-[1-(4-fluorophenyl)piperidin-3-yl]carbamate (250 mg, 0.85 mmol) synthesized in Reference Synthesis Example 25, 4 M hydrogen chloride/1,4-dioxane solution (2.5 mL) was added and the resultant mixture was stirred at room temperature for 18 hours. After completion of the reaction, the resultant solid was collected by filtration to obtain the title compound (220 mg, quantitative). Starting materials: O=C([O-])O, ClCCl, O=C(O)C(F)(F)F, [Na+], CC(C)(C)OC(=O)N1CCc2ncc(C(F)(F)F)cc2C1=O. Yields the product O=C1NCCc2ncc(C(F)(F)F)cc21. RXN SMILES: [C:23](=[O:24])([OH:25])[O-:26].[Cl:28][CH2:29][Cl:30].[F:31][C:32]([F:33])([F:34])[C:35]([OH:36])=[O:37].[Na+:27].[O:1]=[C:2]1[c:3]2[cH:4][c:5]([C:19]([F:20])([F:21])[F:22])[cH:6][n:7][c:8]2[CH2:9][CH2:10][N:11]1[C:12]([O:13][C:14]([CH3:15])([CH3:16])[CH3:17])=[O:18]>>[O:1]=[C:2]1[c:3]2[cH:4][c:5]([C:19]([F:20])([F:21])[F:22])[cH:6][n:7][c:8]2[CH2:9][CH2:10][NH:11]1. Starting materials: N1=C2C(=O)OC(C2=CC=C1)=O (quinolinic anhydride), C(C)N1C(=CC2=CC=CC=C12)C (N-ethyl-2-methylindole), N (ammonia), C(C)N(CC)C=1C=C(C=CC1)OCC (3-(N,N-diethylamino)-phenetole), C(C)(=O)OC(C)=O (acetic anhydride). The reagents and catalysts are [Cl-].[Zn+2].[Cl-] (zinc chloride). Solvent: C(C)(=O)O (acetic acid), C(C)(C)O (isopropanol), O (water). Run at time 2 hour. Product: C1(=O)OCC2=NC=CC=C12 (4-azaphthalide). Isolated yield 258.8%. RXN SMILES: [N:1]1[CH:10]=[CH:9][CH:8]=[C:7]2[C:2]=1[C:3]([O:5][C:6]2=[O:11])=O.C(N1C2C(=CC=CC=2)C=C1C)C.C(N(C1C=C(OCC)C=CC=1)CC)C.C(OC(=O)C)(=O)C.N>[Cl-].[Zn+2].[Cl-].C(O)(C)C.O.C(O)(=O)C>[C:6]1([C:7]2[C:2](=[N:1][CH:10]=[CH:9][CH:8]=2)[CH2:3][O:5]1)=[O:11] |f:5.6.7|. Procedure details: 20.0 g of quinolinic anhydride, 80 ml of acetic acid, 20.3 g of N-ethyl-2-methylindole and 2.74 g of zinc chloride are stirred at 20° C. for 5 hours. 23.6 g of 3-(N,N-diethylamino)-phenetole and 30 ml of acetic anhydride are then added, after which the reaction mixture is warmed to 50° to 60° C. and stirred at this temperature for 2 hours. After addition of 170 ml of 30% aqueous ammonia and 100 ml of water, the product precipitates as a paste and is isolated. 160 ml of isopropanol are added to t...